Task: describe an organic reaction: reactants, conditions, products, and yield. Dataset: the Open Reaction Database (ORD), a public repository of structured organic reaction records Starting materials: C(#N)C1C(CCCC1)CC1=CC(=CC=C1)OC (1-cyano-2-[(3-methoxyphenyl)methyl]-cyclohexane), [OH-].[K+] (potassium hydroxide), C(CO)O (ethyleneglycol). Run in O (water), [OH-].[Na+] (sodium hydroxide). Yields the product COC=1C=C(C=CC1)CC1C(CCCC1)C(=O)O (2-[(3-methoxyphenyl)-methyl]cyclohexanecarboxylic acid). Reaction SMILES: C([CH:3]1[CH2:8][CH2:7][CH2:6]C[CH:4]1[CH2:9][C:10]1[CH:15]=[CH:14][CH:13]=[C:12]([O:16][CH3:17])[CH:11]=1)#N.[OH-:18].[K+].[CH2:20]([OH:23])[CH2:21]O>O.[OH-].[Na+]>[CH3:17][O:16][C:12]1[CH:11]=[C:10]([CH2:9][CH:4]2[CH2:3][CH2:8][CH2:7][CH2:6][CH:21]2[C:20]([OH:23])=[O:18])[CH:15]=[CH:14][CH:13]=1 |f:1.2,5.6|. Procedure details: A solution of 1-cyano-2-[(3-methoxyphenyl)methyl]-cyclohexane (3.60 g) and potassium hydroxide (2.82 g) in ethyleneglycol (12.3 ml) was refluxed for 5 hours, cooled to room temperature, and diluted with water and 5% sodium hydroxide aqueous solution. The resulting mixture was washed three times with diethyl ether, acidified with conc. hydrochloric acid, and extracted with diethyl ether. The extract was dried over magnesium sulfate and evaporated in vacuo to give 2-[(3-methoxyphenyl)-methyl]cyclo...